This data is from the Open Reaction Database (ORD), a public repository of structured organic reaction records. The task is: describe an organic reaction: reactants, conditions, products, and yield The reactants are aldehyde, [Cl-].C1(=CC=CC2=CC=CC=C12)C[P+](C1=CC=CC=C1)(C1=CC=CC=C1)C1=CC=CC=C1 ((1-napthylmethyl)triphenylphosphonium chloride), [H-].[Na+] (Sodium hydride), C(C)(C)(C)C1=CC=C(C=O)C=C1 (4-tert-butyl-benzaldehyde). The solvent is C1CCOC1 (THF), C1CCOC1 (THF). Reaction conditions: time 8 hour. Product: C(C)(C)(C)C1=CC=C(C=CC2=CC=CC3=CC=CC=C23)C=C1 (1-(4-tert-butylstyryl)naphthalene). Reaction SMILES: [Cl-].[C:2]1([CH2:12][P+](C2C=CC=CC=2)(C2C=CC=CC=2)C2C=CC=CC=2)[C:11]2[C:6](=[CH:7][CH:8]=[CH:9][CH:10]=2)[CH:5]=[CH:4][CH:3]=1.[H-].[Na+].[C:34]([C:38]1[CH:45]=[CH:44][C:41]([CH:42]=O)=[CH:40][CH:39]=1)([CH3:37])([CH3:36])[CH3:35]>C1COCC1>[C:34]([C:38]1[CH:39]=[CH:40][C:41]([CH:42]=[CH:12][C:2]2[C:11]3[C:6](=[CH:7][CH:8]=[CH:9][CH:10]=3)[CH:5]=[CH:4][CH:3]=2)=[CH:44][CH:45]=1)([CH3:37])([CH3:35])[CH3:36] |f:0.1,2.3|. Procedure: An oven-dried 500 ml three-neck round bottom flask was equipped with a magnetic stir bar, addition funnel and nitrogen inlet connector. The flask was charged with (1-napthylmethyl)triphenylphosphonium chloride (12.07 g, 27.5 mmol) and 200 ml of anhydrous THF. Sodium hydride (1.1 g, 25 mmol) was added in one portion. The mixture became bright orange and was left to stir overnight at room temperature. A solution of 4-tert-butyl-benzaldehyde (7.1 g, 25 mmol) in anhydrous THF (30 ml) was added to th... Reactants: O (water), N1C(=O)N(C)C=2N=CN(C)C2C1=O (theobromine), [H-].[Na+] (sodium hydride), CS(=O)(=O)OCCCC=CC (1-methansulfonyloxy-4-hexene). Solvent: CS(=O)C (dimethylsulfoxide). Conditions: time 30 minute. Product: C(CCC=CC)N1C(=O)N(C=2N=CN(C2C1=O)C)C (1-(4-hexenyl)-3,7-dimethylxanthine). Isolated yield 67.0%. RXN SMILES: [NH:1]1[C:12](=[O:13])[C:11]2[N:9]([CH3:10])[CH:8]=[N:7][C:6]=2[N:4]([CH3:5])[C:2]1=[O:3].[H-].[Na+].CS(O[CH2:21][CH2:22][CH2:23][CH:24]=[CH:25][CH3:26])(=O)=O.O>CS(C)=O>[CH2:26]([N:1]1[C:12](=[O:13])[C:11]2[N:9]([CH3:10])[CH:8]=[N:7][C:6]=2[N:4]([CH3:5])[C:2]1=[O:3])[CH2:25][CH2:24][CH:23]=[CH:22][CH3:21] |f:1.2|. Procedure details: A mixture of theobromine (2.16 g, 12 mmol) and sodium hydride (288 mg, 12 mequivalents) in dimethylsufoxide (10 mL) was stirred for 30 minutes and then a solution of 1-methansulfonyloxy-4-hexene in dimethylsulfoxide (10 mL) was added. After 84 hours of stirring, water (70 mL) is added and the mixture extracted with ether (3×50 mL). The combined extracts were washed with water (50 mL) and dried over magnesium sulfate. The solvent was then evaporated under vacuum. The residue was purified by flash... The reactants are ClC1=CC=C(C=C1)C1(N=C(N(C1(C)C1=CC=C(C=C1)Cl)C(=O)Cl)C1=C(C=C(C=C1)S(=O)(=O)N1CCCC1)OCC)C (rac-(4S*,5R*)-4,5-bis-(4-chloro-phenyl)-2-[2-ethoxy-4-(pyrrolidine-1-sulfonyl)-phenyl]-4,5-dimethyl-4,5-dihydro-imidazole-1-carbonyl chloride), Cl.Cl.N1(CCNCC1)CCNC(C)=O (N-(2-piperazin-1-yl-ethyl)-acetamide dihydrochloride). Product: ClC1=CC=C(C=C1)[C@@]1(N=C(N([C@]1(C)C1=CC=C(C=C1)Cl)C(=O)N1CCN(CC1)CCNC(C)=O)C1=C(C=C(C=C1)S(=O)(=O)N1CCCC1)OCC)C (N-[2-(4-{(4S,5R)-4,5-Bis-(4-chloro-phenyl)-2-[2-ethoxy-4-(pyrrolidine-1-sulfonyl)-phenyl]-4,5-dimethyl-4,5-dihydro-imidazole-1-carbonyl}-piperazin-1-yl)-ethyl]-acetamide). Reaction SMILES: [Cl:1][C:2]1[CH:7]=[CH:6][C:5]([C:8]2([CH3:41])[C:12]([C:14]3[CH:19]=[CH:18][C:17]([Cl:20])=[CH:16][CH:15]=3)([CH3:13])[N:11]([C:21](Cl)=[O:22])[C:10]([C:24]3[CH:29]=[CH:28][C:27]([S:30]([N:33]4[CH2:37][CH2:36][CH2:35][CH2:34]4)(=[O:32])=[O:31])=[CH:26][C:25]=3[O:38][CH2:39][CH3:40])=[N:9]2)=[CH:4][CH:3]=1.Cl.Cl.[N:44]1([CH2:50][CH2:51][NH:52][C:53](=[O:55])[CH3:54])[CH2:49][CH2:48][NH:47][CH2:46][CH2:45]1>>[Cl:1][C:2]1[CH:7]=[CH:6][C:5]([C@@:8]2([CH3:41])[C@:12]([C:14]3[CH:19]=[CH:18][C:17]([Cl:20])=[CH:16][CH:15]=3)([CH3:13])[N:11]([C:21]([N:47]3[CH2:46][CH2:45][N:44]([CH2:50][CH2:51][NH:52][C:53](=[O:55])[CH3:54])[CH2:49][CH2:48]3)=[O:22])[C:10]([C:24]3[CH:29]=[CH:28][C:27]([S:30]([N:33]4[CH2:37][CH2:36][CH2:35][CH2:34]4)(=[O:31])=[O:32])=[CH:26][C:25]=3[O:38][CH2:39][CH3:40])=[N:9]2)=[CH:4][CH:3]=1 |f:1.2.3|. Reported procedure: In a manner analogous to the method described in example 5, rac-(4S*,5R*)-4,5-bis-(4-chloro-phenyl)-2-[2-ethoxy-4-(pyrrolidine-1-sulfonyl)-phenyl]-4,5-dimethyl-4,5-dihydro-imidazole-1-carbonyl chloride was reacted with N-(2-piperazin-1-yl-ethyl)-acetamide dihydrochloride (prepared as described in Fotouhi, N. et al. WO 2005110996) to give the title compound as a racemic mixture. The enantiomers were then separated by supercritical fluid chromatography (Berger Instrument Multi-Gram II, Daicel Chir... Reactants: C#CC(O)(CF)CF, [H-], [Na+], C1CCOC1, O=S(=O)(Cl)c1ccccc1. Yields the product C#CC(CF)(CF)OS(=O)(=O)c1ccccc1. RXN SMILES: [F:1][CH2:2][C:3]([C:4]#[CH:5])([OH:6])[CH2:7][F:8].[H-:19].[Na+:20].[O:21]1[CH2:22][CH2:23][CH2:24][CH2:25]1.[c:9]1([S:15](=[O:16])(=[O:17])[Cl:18])[cH:10][cH:11][cH:12][cH:13][cH:14]1>>[F:1][CH2:2][C:3]([C:4]#[CH:5])([O:6][S:15]([c:9]1[cH:10][cH:11][cH:12][cH:13][cH:14]1)(=[O:16])=[O:17])[CH2:7][F:8]. Starting materials: [N+](=O)([O-])C=1C=CC2=C(C3C(C(O2)(C)C)(O3)C)C1 (6-nitro-2,2,3-trimethyl-3,4-dihydro-3,4-epoxy-2H-1-benzopyran), N1C(C=CC=C1)=O (2(1H)-pyridinone), O (Water), C(C)(=O)OCC (ethyl acetate). The solvent is C(C)O (ethanol), O1CCOCC1 (dioxan). Yields the product [N+](=O)([O-])C=1C=CC2=C(C(C(C(O2)(C)C)(O)C)N2C(C=CC=C2)=O)C1 (6-nitro-2,2,3-trimethyl-4-(2-oxo-1,2-dihydropyridin-1-yl)-3,4-dihydro-3-hydroxy-2H-1-benzopyran). The yield is 25.3%. As a reaction SMILES: [N+:1]([C:4]1[CH:5]=[CH:6][C:7]2[O:12][C:11]([CH3:14])([CH3:13])[C:10]3([CH3:16])[O:15][CH:9]3[C:8]=2[CH:17]=1)([O-:3])=[O:2].[NH:18]1[CH:23]=[CH:22][CH:21]=[CH:20][C:19]1=[O:24].O.C(OCC)(=O)C>C(O)C.O1CCOCC1>[N+:1]([C:4]1[CH:5]=[CH:6][C:7]2[O:12][C:11]([CH3:14])([CH3:13])[C:10]([CH3:16])([OH:15])[CH:9]([N:18]3[CH:23]=[CH:22][CH:21]=[CH:20][C:19]3=[O:24])[C:8]=2[CH:17]=1)([O-:3])=[O:2]. Procedure: A solution of 6-nitro-2,2,3-trimethyl-3,4-dihydro-3,4-epoxy-2H-1-benzopyran (9.93 g, 0.0422 mol), 2(1H)-pyridinone (8.04 g, 0.0845 mol) and Triton B (40% in ethanol, 2.5 ml) in dioxan (100 ml) was heated at reflux for twenty hours. Water and ethyl acetate were added to the cooled solution, the organic phase separated and the solvent removed under reduced pressure. The residue was washed with diethyl ether and pentane, to give 3.53 g of 6-nitro-2,2,3-trimethyl-4-(2-oxo-1,2-dihydropyridin-1-yl)-3,...